Dataset: the Open Reaction Database (ORD), a public repository of structured organic reaction records. Task: describe an organic reaction: reactants, conditions, products, and yield Starting materials: C[C@@H]1[C@@H]2[C@H](C(=O)N2C(=C1S[C@H]3C[C@H](NC3)C(=O)N(C)C)C(=O)O)[C@@H](C)O.O.O.O (meropenem trihydrate). Run in CO (methanol). Conditions: temperature -2.5 celsius, time 2 hour. Yields the product C[C@@H]1[C@@H]2[C@H](C(=O)N2C(=C1S[C@H]3C[C@H](NC3)C(=O)N(C)C)C(=O)O)[C@@H](C)O (meropenem). Isolated yield 111.8%. Reaction SMILES: [CH3:1][C@H:2]1[C:9]([S:10][C@@H:11]2[CH2:15][NH:14][C@H:13]([C:16]([N:18]([CH3:20])[CH3:19])=[O:17])[CH2:12]2)=[C:8]([C:21]([OH:23])=[O:22])[N:7]2[C@H:3]1[C@@H:4]([C@H:24]([OH:26])[CH3:25])[C:5]2=[O:6].O.O.O>CO>[CH3:1][C@H:2]1[C:9]([S:10][C@@H:11]2[CH2:15][NH:14][C@H:13]([C:16]([N:18]([CH3:19])[CH3:20])=[O:17])[CH2:12]2)=[C:8]([C:21]([OH:23])=[O:22])[N:7]2[C@H:3]1[C@@H:4]([C@H:24]([OH:26])[CH3:25])[C:5]2=[O:6] |f:0.1.2.3|. Reported procedure: To crude meropenem trihydrate (10 g, prepared according to WO 2010/104336), was added cold (0° C.) methanol (40 ml). The mixture was stirred for 2 hours, while the temperature thereof was maintaining at −5 to 0° C. After filtering the slurry, the resulting solid was dried in vacuo at room temperature to give methanol solvate of meropenem (9.8 g, 98.0%). The reactants are BrC=1C=C2C(=CC1)OC(C[C@@]21N=C(COCC1(F)F)N)C1=CC=CC=C1 ((2RS,4R)-6-bromo-6′,6′-difluoro-2-phenyl-6′,7′-dihydro-2′H-spiro[chroman-4,5′-[1,4]oxazepin]-3′-amine), ClC=1C=C(C=NC1)B(O)O (5-chloropyridin-3-ylboronic acid). The product is ClC=1C=C(C=NC1)C=1C=C2C(=CC1)OC(C[C@@]21N=C(COCC1(F)F)N)C1=CC=CC=C1 ((2RS,4R)-6-(5-Chloropyridin-3-yl)-6′,6′-difluoro-2-phenyl-6′,7′-dihydro-2′H-spiro[chroman-4,5′-[1,4]oxazepin]-3′-amine). Yield: 7.0%. RXN SMILES: Br[C:2]1[CH:3]=[C:4]2[C@@:11]3([C:17]([F:19])([F:18])[CH2:16][O:15][CH2:14][C:13]([NH2:20])=[N:12]3)[CH2:10][CH:9]([C:21]3[CH:26]=[CH:25][CH:24]=[CH:23][CH:22]=3)[O:8][C:5]2=[CH:6][CH:7]=1.[Cl:27][C:28]1[CH:29]=[C:30](B(O)O)[CH:31]=[N:32][CH:33]=1>>[Cl:27][C:28]1[CH:29]=[C:30]([C:2]2[CH:3]=[C:4]3[C@@:11]4([C:17]([F:19])([F:18])[CH2:16][O:15][CH2:14][C:13]([NH2:20])=[N:12]4)[CH2:10][CH:9]([C:21]4[CH:22]=[CH:23][CH:24]=[CH:25][CH:26]=4)[O:8][C:5]3=[CH:6][CH:7]=2)[CH:31]=[N:32][CH:33]=1. Reported procedure: The cross coupling reaction of (2RS,4R)-6-bromo-6′,6′-difluoro-2-phenyl-6′,7′-dihydro-2′H-spiro[chroman-4,5′-[1,4]oxazepin]-3′-amine (intermediate C3.4) with 5-chloropyridin-3-ylboronic acid yielded the title compound (7% yield) as a white solid. Starting materials: C1(CC2=C1C=CC=C2)=O (Benzocyclobutenone), S(O)(=O)(=O)Cl (chlorosulfuric acid). Run in C(Cl)(Cl)Cl (chloroform). Reaction conditions: time 5 hour. The product is ClS(=O)(=O)C=1C=CC2=C(C(C2)=O)C1 (5-Chlorosulfonylbenzocyclobutenone). RXN SMILES: [C:1]1(=[O:9])[C:4]2[CH:5]=[CH:6][CH:7]=[CH:8][C:3]=2[CH2:2]1.[S:10]([Cl:14])(=O)(=[O:12])[OH:11]>C(Cl)(Cl)Cl>[Cl:14][S:10]([C:6]1[CH:7]=[CH:8][C:3]2[CH2:2][C:1](=[O:9])[C:4]=2[CH:5]=1)(=[O:12])=[O:11]. Reported procedure: Benzocyclobutenone (2.36 g, 0.02mol) was added slowly to a strongly stirred chlorosulfuric acid (3 mL) in chloroform (10 mL) solution. After the addition was done, the reaction mixture was stirred for 5 hours. Then the chloroform was evaporated, and the residue was precipitated in water yielding fine pink crystals. m.p. 80° C.; IR (KBr, cm−1): 1762; UV (λmax, methanol) 272 nm. Starting materials: O=Cc1cc(C(F)(F)F)ccc1Br, C1CCOC1, C[Mg+], [I-]. Product: CC(O)c1cc(C(F)(F)F)ccc1Br. Reaction SMILES: [Br:1][c:2]1[c:3]([CH:4]=[O:5])[cH:6][c:7]([C:10]([F:11])([F:12])[F:13])[cH:8][cH:9]1.[CH2:17]1[O:18][CH2:19][CH2:20][CH2:21]1.[CH3:15][Mg+:16].[I-:14]>>[Br:1][c:2]1[c:3]([CH:4]([OH:5])[CH3:15])[cH:6][c:7]([C:10]([F:11])([F:12])[F:13])[cH:8][cH:9]1. The reactants are N1CCOCC1 (morpholine), ClC1=CC2=C(C=N1)C(OC2CC)=C2C(NC1=CC=CC=C21)=O (3-(6-Chloro-1-ethyl-1H-furo[3,4-c]pyridin-3-ylidene)-1,3-dihydro-indol-2-one). Solvent: C(C)(C)O (isopropanol). The product is C(C)C1OC(C=2C=NC(=CC21)N2CCOCC2)=C2C(NC1=CC=CC=C21)=O (3-(1-Ethyl-6-morpholin-4-yl-1H-furo[3,4-c]pyridin-3-ylidene)-1,3-dihydro-indol-2-one). Yield: 54.1%. Reaction SMILES: [NH:1]1[CH2:6][CH2:5][O:4][CH2:3][CH2:2]1.Cl[C:8]1[N:13]=[CH:12][C:11]2[C:14](=[C:19]3[C:27]4[C:22](=[CH:23][CH:24]=[CH:25][CH:26]=4)[NH:21][C:20]3=[O:28])[O:15][CH:16]([CH2:17][CH3:18])[C:10]=2[CH:9]=1>C(O)(C)C>[CH2:17]([CH:16]1[C:10]2[CH:9]=[C:8]([N:1]3[CH2:6][CH2:5][O:4][CH2:3][CH2:2]3)[N:13]=[CH:12][C:11]=2[C:14](=[C:19]2[C:27]3[C:22](=[CH:23][CH:24]=[CH:25][CH:26]=3)[NH:21][C:20]2=[O:28])[O:15]1)[CH3:18]. Reported procedure: A solution of morpholine (200 mg, 2.29 mmol) in 4 mL of isopropanol is treated with 3-(6-Chloro-1-ethyl-1H-furo[3,4-c]pyridin-3-ylidene)-1,3-dihydro-indol-2-one (100 mg, 0.31 mmol) in one portion and the reaction mixture is heated to reflux for 72 h. The reaction mixture is cooled to room temperature and the solid which precipitated from solution is collected by filtration and dried to give the title compound as a yellow solid (61 mg, 54%). The product is O=C(O)CC(CCCC1CCCCC1)c1nc(C(=O)N2CCCCC2)no1. RXN SMILES: [CH:1]1([CH2:7][CH2:8][CH2:9][CH:10]([CH2:11][C:12](=[O:13])[O:14][C:15]([CH3:16])([CH3:17])[CH3:18])[c:19]2[n:20][c:21]([C:24](=[O:25])[N:26]3[CH2:27][CH2:28][CH2:29][CH2:30][CH2:31]3)[n:22][o:23]2)[CH2:2][CH2:3][CH2:4][CH2:5][CH2:6]1.[Cl:39][CH2:40][Cl:41].[OH:32][C:33]([C:34]([F:35])([F:36])[F:37])=[O:38]>>[CH:1]1([CH2:7][CH2:8][CH2:9][CH:10]([CH2:11][C:12](=[O:13])[OH:14])[c:19]2[n:20][c:21]([C:24](=[O:25])[N:26]3[CH2:27][CH2:28][CH2:29][CH2:30][CH2:31]3)[n:22][o:23]2)[CH2:2][CH2:3][CH2:4][CH2:5][CH2:6]1. Reactants: CC(C)(C)OC(=O)CC(CCCC1CCCCC1)c1nc(C(=O)N2CCCCC2)no1, ClCCl, O=C(O)C(F)(F)F. Reactants: Nc1cccc2c1cnn2CCN1CCCC1, O=C(O)CCc1ccc(Oc2ccccc2)cc1. Yields the product O=C(CCc1ccc(Oc2ccccc2)cc1)Nc1cccc2c1cnn2CCN1CCCC1. RXN SMILES: [N:1]1([CH2:6][CH2:7][n:8]2[n:9][cH:10][c:11]3[c:12]([NH2:17])[cH:13][cH:14][cH:15][c:16]23)[CH2:2][CH2:3][CH2:4][CH2:5]1.[O:18]([c:19]1[cH:20][cH:21][cH:22][cH:23][cH:24]1)[c:25]1[cH:26][cH:27][c:28]([CH2:31][CH2:32][C:33](=[O:34])[OH:35])[cH:29][cH:30]1>>[N:1]1([CH2:6][CH2:7][n:8]2[n:9][cH:10][c:11]3[c:12]([NH:17][C:33]([CH2:32][CH2:31][c:28]4[cH:27][cH:26][c:25]([O:18][c:19]5[cH:20][cH:21][cH:22][cH:23][cH:24]5)[cH:30][cH:29]4)=[O:34])[cH:13][cH:14][cH:15][c:16]23)[CH2:2][CH2:3][CH2:4][CH2:5]1. Starting materials: ClC1=NC(=NC=C1)NC1CC(NC(C1)(C)C)(C)C ((4-chloro-pyrimidin-2-yl)(2,2,6,6-tetramethyl-piperidin-4-yl)-amine), CC1(OB(OC1(C)C)C1=CC=C(C=C1)CC(C)=O)C (1-[4-(4,4,5,5-tetramethyl-[1,3,2]dioxaborolan-2-yl)-phenyl]-propan-2-one). Yields the product CC1(NC(CC(C1)NC1=NC=CC(=N1)C1=CC=C(C=C1)CC(C)=O)(C)C)C ({4-[2-(2,2,6,6-Tetramethyl-piperidin-4-ylamino)-pyrimidin-4-yl]-phenyl}-propan-2-one). As a reaction SMILES: Cl[C:2]1[CH:7]=[CH:6][N:5]=[C:4]([NH:8][CH:9]2[CH2:14][C:13]([CH3:16])([CH3:15])[NH:12][C:11]([CH3:18])([CH3:17])[CH2:10]2)[N:3]=1.CC1(C)C(C)(C)OB([C:27]2[CH:32]=[CH:31][C:30]([CH2:33][C:34](=[O:36])[CH3:35])=[CH:29][CH:28]=2)O1>>[CH3:15][C:13]1([CH3:16])[CH2:14][CH:9]([NH:8][C:4]2[N:3]=[C:2]([C:27]3[CH:32]=[CH:31][C:30]([CH2:33][C:34](=[O:36])[CH3:35])=[CH:29][CH:28]=3)[CH:7]=[CH:6][N:5]=2)[CH2:10][C:11]([CH3:18])([CH3:17])[NH:12]1. Procedure details: The title compound was prepared from (4-chloro-pyrimidin-2-yl)(2,2,6,6-tetramethyl-piperidin-4-yl)-amine and 1-[4-(4,4,5,5-tetramethyl-[1,3,2]dioxaborolan-2-yl)-phenyl]-propan-2-one according to Method C (Example 178). Yield: 160 mg (78%). Reactants: Nc1ccccc1C(=O)NCCc1ncc[nH]1, Cc1ccc(C(=O)Cl)cc1. Yields the product Cc1ccc(C(=O)Nc2ccccc2C(=O)NCCc2ncc[nH]2)cc1. As a reaction SMILES: [NH2:1][c:2]1[c:3]([C:4](=[O:5])[NH:6][CH2:7][CH2:8][c:9]2[nH:10][cH:11][cH:12][n:13]2)[cH:14][cH:15][cH:16][cH:17]1.[c:18]1([CH3:27])[cH:19][cH:20][c:21]([C:24](=[O:25])[Cl:26])[cH:22][cH:23]1>>[NH:1]([c:2]1[c:3]([C:4](=[O:5])[NH:6][CH2:7][CH2:8][c:9]2[n:10][cH:11][cH:12][nH:13]2)[cH:14][cH:15][cH:16][cH:17]1)[C:24]([c:21]1[cH:20][cH:19][c:18]([CH3:27])[cH:23][cH:22]1)=[O:25]. The reactants are CO, Clc1cc(Nc2ccc3cc[nH]c3c2)ncn1, N. Product: Nc1cc(Nc2ccc3cc[nH]c3c2)ncn1. Reaction SMILES: [CH3:19][OH:20].[Cl:2][c:3]1[cH:4][c:5]([NH:9][c:10]2[cH:11][cH:12][c:13]3[cH:14][cH:15][nH:16][c:17]3[cH:18]2)[n:6][cH:7][n:8]1.[NH3:1]>>[NH2:1][c:3]1[cH:4][c:5]([NH:9][c:10]2[cH:11][cH:12][c:13]3[cH:14][cH:15][nH:16][c:17]3[cH:18]2)[n:6][cH:7][n:8]1.